This data is from the Open Reaction Database (ORD), a public repository of structured organic reaction records. The task is: describe an organic reaction: reactants, conditions, products, and yield The reactants are CCO, COc1ccnc(C(C)Cl)c1, Cl, FC1(F)Oc2cc3nc(S)[nH]c3cc2O1, [Na+], [OH-], O. Product: COc1ccnc(C(C)Sc2nc3cc4c(cc3[nH]2)OC(F)(F)O4)c1. Reaction SMILES: [CH3:31][CH2:32][OH:33].[Cl:17][CH:18]([CH3:19])[c:20]1[n:21][cH:22][cH:23][c:24]([O:26][CH3:27])[cH:25]1.[ClH:16].[F:1][C:2]1([F:15])[O:3][c:4]2[c:5]([cH:6][c:7]3[c:8]([n:9][c:10]([SH:12])[nH:11]3)[cH:13]2)[O:14]1.[Na+:29].[OH-:28].[OH2:30]>>[F:1][C:2]1([F:15])[O:3][c:4]2[c:5]([cH:6][c:7]3[c:8]([n:9][c:10]([S:12][CH:18]([CH3:19])[c:20]4[n:21][cH:22][cH:23][c:24]([O:26][CH3:27])[cH:25]4)[nH:11]3)[cH:13]2)[O:14]1. Reactants: ClC=1C=C(C=CC1Cl)C(CC(C(F)(F)F)=O)=O (1-(3,4-dichloro-phenyl)-4,4,4-trifluoro-butane-1,3-dione), 3,4-dichloro-acetophenone, NC1=NNC=C1C1=NC=CC=C1 (3-amino-4-(2-pyridinyl)-pyrazole). Yields the product ClC=1C=C(C=CC1Cl)C1=NC=2N(C(=C1)C(F)(F)F)N=CC2C2=NC=CC=C2 (5-(3,4-Dichloro-phenyl)-3-pyridin-2-yl-7-trifluoromethyl-pyrazolo[1,5-a]pyrimidine). The yield is 54.5%. RXN SMILES: [Cl:1][C:2]1[CH:3]=[C:4]([C:9](=O)[CH2:10][C:11](=O)[C:12]([F:15])([F:14])[F:13])[CH:5]=[CH:6][C:7]=1[Cl:8].[NH2:18][C:19]1[C:23]([C:24]2[CH:29]=[CH:28][CH:27]=[CH:26][N:25]=2)=[CH:22][NH:21][N:20]=1>>[Cl:1][C:2]1[CH:3]=[C:4]([C:9]2[CH:10]=[C:11]([C:12]([F:15])([F:14])[F:13])[N:20]3[N:21]=[CH:22][C:23]([C:24]4[CH:29]=[CH:28][CH:27]=[CH:26][N:25]=4)=[C:19]3[N:18]=2)[CH:5]=[CH:6][C:7]=1[Cl:8]. Reported procedure: Reaction of 1-(3,4-dichloro-phenyl)-4,4,4-trifluoro-butane-1,3-dione (285 mg, 1.0 mmol), prepared from commercially available 3,4-dichloro-acetophenone according to general procedure A, and 3-amino-4-(2-pyridinyl)-pyrazole [CAS No. 493038-87-2; prepared from 2-cyanomethyl-pyridine as described in Bioorg. Med. Chem. Lett. 12 (2002) 3537-3541] (160 mg, 1.0 mmol) according to general procedure B yielded the title compound as a yellow solid (223 mg, 55%). MS (ISP) 409.2 [(M+H)+]; mp 188° C. As a reaction SMILES: [CH3:1][O:2][C:3]([CH2:4][CH2:5][CH2:6][CH:7]=[CH:8][CH2:9][CH:10]1[C:11](=[O:39])[CH:12]([OH:38])[CH2:13][CH:14]1[CH:15]=[CH:16][CH:17]([CH2:18][CH2:19][c:20]1[c:21]([Cl:29])[c:22]2[c:23]([s:24]1)[cH:25][cH:26][cH:27][cH:28]2)[O:30][Si:31]([C:32]([CH3:33])([CH3:34])[CH3:35])([CH3:36])[CH3:37])=[O:40].[CH3:46][C:47]#[N:48].[Na+:45].[O-:41][C:42]([OH:43])=[O:44]>>[CH3:1][O:2][C:3]([CH2:4][CH2:5][CH2:6][CH:7]=[CH:8][CH2:9][CH:10]1[C:11](=[O:39])[CH:12]([OH:38])[CH2:13][CH:14]1[CH:15]=[CH:16][CH:17]([CH2:18][CH2:19][c:20]1[c:21]([Cl:29])[c:22]2[c:23]([s:24]1)[cH:25][cH:26][cH:27][cH:28]2)[OH:30])=[O:40]. The product is COC(=O)CCCC=CCC1C(=O)C(O)CC1C=CC(O)CCc1sc2ccccc2c1Cl. Starting materials: COC(=O)CCCC=CCC1C(=O)C(O)CC1C=CC(CCc1sc2ccccc2c1Cl)O[Si](C)(C)C(C)(C)C, CC#N, [Na+], O=C([O-])O. The reactants are OC(C[C@H]1[C@H](CC[C@H](C1)N(C)C(C)C)NC(CNC(C1=CC(=CC=C1)C(F)(F)F)=O)=O)C(C)C (N-(2-((1S,2S,4R)-2-(2-hydroxy-3-methylbutyl)-4-(isopropyl(methyl)amino)cyclohexylamino)-2-oxoethyl)-3-(trifluoromethyl)benzamide), [Cr](=O)(=O)([O-])O[Cr](=O)(=O)[O-].[NH+]1=CC=CC=C1.[NH+]1=CC=CC=C1 (pyridinium dichromate), CCOC(=O)C (EtOAc), 4A. Run in C(Cl)Cl (CH2Cl2). Conditions: time 2 hour. The product is cNH4OH-MeOH CH2Cl2, C(C)(C)N([C@H]1C[C@H]([C@H](CC1)NC(CNC(C1=CC(=CC=C1)C(F)(F)F)=O)=O)CC(C(C)C)=O)C (N-(2-((1S,2S,4R)-4-(isopropyl(methyl)amino)-2-(3-methyl-2-oxobutyl)cyclohexylamino)-2-oxoethyl)-3-(trifluoromethyl)benzamide). Reaction SMILES: [OH:1][CH:2]([CH:32]([CH3:34])[CH3:33])[CH2:3][C@@H:4]1[CH2:9][C@H:8]([N:10]([CH:12]([CH3:14])[CH3:13])[CH3:11])[CH2:7][CH2:6][C@@H:5]1[NH:15][C:16](=[O:31])[CH2:17][NH:18][C:19](=[O:30])[C:20]1[CH:25]=[CH:24][CH:23]=[C:22]([C:26]([F:29])([F:28])[F:27])[CH:21]=1.[Cr](O[Cr]([O-])(=O)=O)([O-])(=O)=O.[NH+]1C=CC=CC=1.[NH+]1C=CC=CC=1.CCOC(C)=O>C(Cl)Cl>[CH:12]([N:10]([CH3:11])[C@@H:8]1[CH2:7][CH2:6][C@H:5]([NH:15][C:16](=[O:31])[CH2:17][NH:18][C:19](=[O:30])[C:20]2[CH:25]=[CH:24][CH:23]=[C:22]([C:26]([F:27])([F:28])[F:29])[CH:21]=2)[C@H:4]([CH2:3][C:2](=[O:1])[CH:32]([CH3:34])[CH3:33])[CH2:9]1)([CH3:14])[CH3:13] |f:1.2.3|. Procedure details: To a solution of the isomeric mixture of N-(2-((1S,2S,4R)-2-(2-hydroxy-3-methylbutyl)-4-(isopropyl(methyl)amino)cyclohexylamino)-2-oxoethyl)-3-(trifluoromethyl)benzamide (34 mg; see Examples 11p and 11q) in 3 ml of anhydrous CH2Cl2 were added excess amounts of powdered 4A molecular sieves and pyridinium dichromate, and the mixture was stirred for 2 hours at room temperature. After addition of about 15 ml of EtOAc it was filtered through a plug of Celite, and evaporated to give an oily residue, w... Reactants: COC(C1=CC(C(=O)OC)=CC(=C1)O)=O (5-Hydroxy-isophthalic acid dimethyl ester), C(C)(C)(C)OC(CCCCCCCCCCCCCCBr)=O (15-bromo-pentadecanoic acid tert-butyl ester), C(=O)([O-])[O-].[K+].[K+] (K2CO3), C(C)#N (acetonitrile). Run in CCCCCCC.CCOC(=O)C (heptane AcOEt). Yields the product COC(C1=CC(C(=O)OC)=CC(=C1)OCCCCCCCCCCCCCCC(=O)OC(C)(C)C)=O (5-(14-tert-Butoxycarbonyltetradecyloxy) isophthalic acid dimethyl ester). Isolated yield 98.7%. RXN SMILES: [CH3:1][O:2][C:3](=[O:15])[C:4]1[CH:13]=[C:12]([OH:14])[CH:11]=[C:6]([C:7]([O:9][CH3:10])=[O:8])[CH:5]=1.[C:16]([O:20][C:21](=[O:37])[CH2:22][CH2:23][CH2:24][CH2:25][CH2:26][CH2:27][CH2:28][CH2:29][CH2:30][CH2:31][CH2:32][CH2:33][CH2:34][CH2:35]Br)([CH3:19])([CH3:18])[CH3:17].C([O-])([O-])=O.[K+].[K+].C(#N)C>CCCCCCC.CCOC(C)=O>[CH3:10][O:9][C:7](=[O:8])[C:6]1[CH:11]=[C:12]([O:14][CH2:35][CH2:34][CH2:33][CH2:32][CH2:31][CH2:30][CH2:29][CH2:28][CH2:27][CH2:26][CH2:25][CH2:24][CH2:23][CH2:22][C:21]([O:20][C:16]([CH3:17])([CH3:19])[CH3:18])=[O:37])[CH:13]=[C:4]([C:3]([O:2][CH3:1])=[O:15])[CH:5]=1 |f:2.3.4,6.7|. Procedure details: 5-Hydroxy-isophthalic acid dimethyl ester (420 mg, 2 mmol), 15-bromo-pentadecanoic acid tert-butyl ester (755 mg, 2 mmol) and K2CO3 (415 mg, 3 mmol) were placed in a flask with acetonitrile (25 ml) and refluxed under N2. The reaction was followed by TLC (4:1 heptane/AcOEt), which indicated reaction completion after 6 h. The sample was concentrated to near dryness. AcOEt (50 ml) and water (25 ml) were added to the residue. The phases were separated and the organic phase was washed with water and ...